Dataset: the Open Reaction Database (ORD), a public repository of structured organic reaction records. Task: describe an organic reaction: reactants, conditions, products, and yield The reactants are Cl.C(=N)N (formamidine hydrochloride), COC(C(C(=O)OC)C1=CC=C(C=C1)Br)=O (2-(4-bromophenyl)-malonic acid dimethyl ester), [Na] (sodium). Solvent: CO (methanol), CO (methanol). Reaction conditions: time 4 hour. The product is BrC1=CC=C(C=C1)C=1C(=NC=NC1O)O (5-(4-bromophenyl)-pyrimidine-4,6-diol). Yield: 90.7%. Reaction SMILES: C[O:2][C:3](=O)[CH:4]([C:9]1[CH:14]=[CH:13][C:12]([Br:15])=[CH:11][CH:10]=1)[C:5](OC)=[O:6].[Na].Cl.[CH:19]([NH2:21])=[NH:20]>CO>[Br:15][C:12]1[CH:13]=[CH:14][C:9]([C:4]2[C:5]([OH:6])=[N:20][CH:19]=[N:21][C:3]=2[OH:2])=[CH:10][CH:11]=1 |f:2.3,^1:16|. Procedure: A solution of 2-(4-bromophenyl)-malonic acid dimethyl ester (11.73 g) in methanol (100 mL) is added at 0° C. to a solution of sodium (2.83 g) in methanol (100 mL). The mixture is stirred for 18 h at rt before formamidine hydrochloride (4.10 g) is added. The suspension is stirred at rt for 4 h. The solvent is removed and the residue is suspended in 10% aq. citric acid (100 mL) and stirred for 10 min. The white precipitate is collected, washed with 10% aq. citric acid, water, evaporated three time... Starting materials: CC(C)(C)ON, CCOCC, CC(=O)CCl, Cl, O. Product: CC(CCl)=NOC(C)(C)C. RXN SMILES: [C:2]([CH3:3])([CH3:4])([CH3:5])[O:6][NH2:7].[CH3:13][CH2:14][O:15][CH2:16][CH3:17].[CH3:8][C:9](=[O:10])[CH2:11][Cl:12].[ClH:1].[OH2:18]>>[C:2]([CH3:3])([CH3:4])([CH3:5])[O:6][N:7]=[C:9]([CH3:8])[CH2:11][Cl:12]. Starting materials: C(C=C)N1C[C@@H](N(C[C@H]1C)[C@@H](C1=CC(=CC=C1)O[Si](C)(C)C(C)(C)C)C=1C=C(C(=O)Cl)C=CC1)C (3-((αR)-α-((2S,5R)-4-allyl-2,5-dimethyl-1-piperazinyl)-3-(tert-butyldimethylsilyloxy)benzyl)benzoyl chloride), NC1=CC=CC=C1 (aniline), C(CC)(=O)OC(CC)=O (propionic anhydride). Product: C(CC)NC1=CC=CC=C1 (N-Propylaniline), C(C=C)N1C[C@@H](N(C[C@H]1C)[C@@H](C1=CC(=CC=C1)O)C=1C=C(C(=O)N(CCC)C2=CC=CC=C2)C=CC1)C ((+)-3-((αR)-α-((2S,5R)-4-allyl-2,5-dimethyl-1-piperazinyl)-3-hydroxybenzyl)-N-phenyl-N-propylbenzamide). As a reaction SMILES: [NH2:1][C:2]1[CH:7]=[CH:6][CH:5]=[CH:4][CH:3]=1.[C:8](OC(=O)CC)(=O)[CH2:9][CH3:10].[CH2:17]([N:20]1[C@H:25]([CH3:26])[CH2:24][N:23]([C@H:27]([C:42]2[CH:43]=[C:44]([CH:48]=[CH:49][CH:50]=2)[C:45](Cl)=[O:46])[C:28]2[CH:33]=[CH:32][CH:31]=[C:30]([O:34][Si](C(C)(C)C)(C)C)[CH:29]=2)[C@@H:22]([CH3:51])[CH2:21]1)[CH:18]=[CH2:19]>>[CH2:8]([NH:1][C:2]1[CH:7]=[CH:6][CH:5]=[CH:4][CH:3]=1)[CH2:9][CH3:10].[CH2:17]([N:20]1[C@H:25]([CH3:26])[CH2:24][N:23]([C@H:27]([C:42]2[CH:43]=[C:44]([CH:48]=[CH:49][CH:50]=2)[C:45]([N:1]([C:2]2[CH:7]=[CH:6][CH:5]=[CH:4][CH:3]=2)[CH2:8][CH2:9][CH3:10])=[O:46])[C:28]2[CH:33]=[CH:32][CH:31]=[C:30]([OH:34])[CH:29]=2)[C@@H:22]([CH3:51])[CH2:21]1)[CH:18]=[CH2:19]. Reported procedure: N-Propylaniline was prepared from aniline and propionic anhydride, coupled with 3-((αR)-α-((2S,5R)-4-allyl-2,5-dimethyl-1-piperazinyl)-3-(tert-butyldimethylsilyloxy)benzyl)benzoyl chloride, deprotected and purified by the methods described in Example 10 to give (+)-3-((αR)-α-((2S,5R)-4-allyl-2,5-dimethyl-1-piperazinyl)-3-hydroxybenzyl)-N-phenyl-N-propylbenzamide as a light yellow solid. NMR (200 MHz, DMSO-d6): δ0.87 (t, J=7.4 Hz, 3H); 0.91 (d, J=5.9 Hz, 3H); 0.98 (d, J=6.0 Hz, 3H); 1.51 (m, 2H);... Starting materials: CC(=O)Nc1ccc([N+](=O)[O-])cc1C(C)=O, Cl. Product: CC(=O)c1cc([N+](=O)[O-])ccc1N. As a reaction SMILES: [C:1]([CH3:2])(=[O:3])[c:4]1[c:5]([NH:13][C:14](=[O:15])[CH3:16])[cH:6][cH:7][c:8]([N+:10](=[O:11])[O-:12])[cH:9]1.[ClH:17]>>[C:1]([CH3:2])(=[O:3])[c:4]1[c:5]([NH2:13])[cH:6][cH:7][c:8]([N+:10](=[O:11])[O-:12])[cH:9]1. Starting materials: C(C)(C)(C)OC(=O)N(CCCC=O)CC1=NC=CC(=C1)C(=O)OCC (ethyl 2-({[(tert-butoxy)carbonyl](4-oxobutyl)amino}methyl)pyridine-4-carboxylate), C(C1=CC=CC=C1)NC1CC1 (N-benzylcyclopropanamine). The product is C(C1=CC=CC=C1)N(CCCCN(C(=O)OC(C)(C)C)CC1=NC=CC(=C1)C(=O)OCC)C1CC1 (Ethyl 2-[({4-[benzyl(cyclopropyl)amino]butyl}[(tert-butoxy)carbonyl]amino)methyl]pyridine-4-carboxylate). As a reaction SMILES: [C:1]([O:5][C:6]([N:8]([CH2:14][C:15]1[CH:20]=[C:19]([C:21]([O:23][CH2:24][CH3:25])=[O:22])[CH:18]=[CH:17][N:16]=1)[CH2:9][CH2:10][CH2:11][CH:12]=O)=[O:7])([CH3:4])([CH3:3])[CH3:2].[CH2:26]([NH:33][CH:34]1[CH2:36][CH2:35]1)[C:27]1[CH:32]=[CH:31][CH:30]=[CH:29][CH:28]=1>>[CH2:26]([N:33]([CH:34]1[CH2:35][CH2:36]1)[CH2:12][CH2:11][CH2:10][CH2:9][N:8]([CH2:14][C:15]1[CH:20]=[C:19]([C:21]([O:23][CH2:24][CH3:25])=[O:22])[CH:18]=[CH:17][N:16]=1)[C:6]([O:5][C:1]([CH3:4])([CH3:3])[CH3:2])=[O:7])[C:27]1[CH:32]=[CH:31][CH:30]=[CH:29][CH:28]=1. Procedure: By General Procedure A from ethyl 2-({[(tert-butoxy)carbonyl](4-oxobutyl)amino}methyl)pyridine-4-carboxylate and N-benzylcyclopropanamine. Purification by column chromatography (5% MeOH/DCM) gave the title compound as colorless oil. 1H-NMR (300 MHz, CDCl3): δ 8.60 (d, 1H), 7.70 (s, 1H), 7.60 (d, 1H), 7.10 (m, 5H), 4.50 (d, 2H), 4.40 (q, 2H), 3.50 (m, 2H), 3.15 (m, 2H), 2.50 (m, 2H), 1.60 (m, 1H), 1.45 (m, 16H), 0.4 (m, 4H) ppm. The reactants are MP-B(OAc)3H, N1CCNCC1 (piperazine), C(C)(=O)O (acetic acid), C(C)N1N=CC=2C1=NC(=C(C2NC2CCOCC2)CNC(=O)C2=CC(=CC(=C2)C)C(=O)NCC=2C=C(C(=CC2)OC)C2=CC(=CC=C2)C=O)CC (N-{[1,6-Diethyl-4-(tetrahydro-2H-pyran-4-ylamino)-1H-pyrazolo[3,4-b]pyridin-5-yl]methyl}-N′-{[3′-formyl-6-(methyloxy)-3-biphenylyl]methyl}-5-methyl-1,3-benzenedicarboxamide). The solvent is CS(=O)C (DMSO). Run at time 4 hour. Yields the product C(C)N1N=CC=2C1=NC(=C(C2NC2CCOCC2)CNC(=O)C2=CC(=CC(=C2)C)C(=O)NCC=2C=C(C(=CC2)OC)C2=CC(=CC=C2)CN2CCNCC2)CC (N-{[1,6-Diethyl-4-(tetrahydro-2H-pyran-4-ylamino)-1H-pyrazolo[3,4-b]pyridin-5-yl]methyl}-5-methyl-N′-{[6-(methyloxy)-3′-(1-piperazinylmethyl)-3-biphenylyl]methyl}-1,3-benzenedicarboxamide). Isolated yield 65.4%. As a reaction SMILES: [CH2:1]([N:3]1[C:7]2=[N:8][C:9]([CH2:50][CH3:51])=[C:10]([CH2:19][NH:20][C:21]([C:23]3[CH:28]=[C:27]([CH3:29])[CH:26]=[C:25]([C:30]([NH:32][CH2:33][C:34]4[CH:35]=[C:36]([C:42]5[CH:47]=[CH:46][CH:45]=[C:44]([CH:48]=O)[CH:43]=5)[C:37]([O:40][CH3:41])=[CH:38][CH:39]=4)=[O:31])[CH:24]=3)=[O:22])[C:11]([NH:12][CH:13]3[CH2:18][CH2:17][O:16][CH2:15][CH2:14]3)=[C:6]2[CH:5]=[N:4]1)[CH3:2].[NH:52]1[CH2:57][CH2:56][NH:55][CH2:54][CH2:53]1.C(O)(=O)C>CS(C)=O>[CH2:1]([N:3]1[C:7]2=[N:8][C:9]([CH2:50][CH3:51])=[C:10]([CH2:19][NH:20][C:21]([C:23]3[CH:28]=[C:27]([CH3:29])[CH:26]=[C:25]([C:30]([NH:32][CH2:33][C:34]4[CH:35]=[C:36]([C:42]5[CH:47]=[CH:46][CH:45]=[C:44]([CH2:48][N:52]6[CH2:57][CH2:56][NH:55][CH2:54][CH2:53]6)[CH:43]=5)[C:37]([O:40][CH3:41])=[CH:38][CH:39]=4)=[O:31])[CH:24]=3)=[O:22])[C:11]([NH:12][CH:13]3[CH2:18][CH2:17][O:16][CH2:15][CH2:14]3)=[C:6]2[CH:5]=[N:4]1)[CH3:2]. Procedure details: N-{[1,6-Diethyl-4-(tetrahydro-2H-pyran-4-ylamino)-1H-pyrazolo[3,4-b]pyridin-5-yl]methyl}-N′-{[3′-formyl-6-(methyloxy)-3-biphenylyl]methyl}-5-methyl-1,3-benzenedicarboxamide (40.1 mg. 0.06 mmol) was diluted in DMSO (1.5 mL) and dispensed into a 1 dram vial, with fitted magnetic stir bar, containing piperazine (0.18 mmol), and acetic acid (3.6 mg, 0.6 mmol). The resulting solution was stirred at room temperature for 4 h. MP-B(OAc)3H (0.6 mmol, 140 mg) was added and the solution was stirred for ano... Reactants: FC=1C=C(C=CC1I)N1C(O[C@H](C1)CN1N=NC=C1)=O ((5R)-3-(3-Fluoro-4-iodophenyl)-5-(1H-1,2,3-triazol-1-ylmethyl)-1,3-oxazolidin-2-one), C[Sn](C=1C=CC(=NC1)C1=NOC(C1)CO)(C)C ({3-[5-(trimethylstannyl)pyridin-2-yl)-4,5-dihydroisoxazol-5-yl}methanol), O1C(=CC=C1)P(C=1OC=CC1)C=1OC=CC1 (tri-2-furylphosphine). The reagents and catalysts are C1=CC=C(C=C1)/C=C/C(=O)/C=C/C2=CC=CC=C2.C1=CC=C(C=C1)/C=C/C(=O)/C=C/C2=CC=CC=C2.C1=CC=C(C=C1)/C=C/C(=O)/C=C/C2=CC=CC=C2.C(Cl)(Cl)Cl.[Pd].[Pd] (tris(dibenzylideneacetone) dipalladium (0)-chloroform adduct). Conditions: temperature 90 celsius. Product: FC=1C=C(C=CC1C=1C=NC(=CC1)C1=NOC(C1)CO)N1C(O[C@H](C1)CN1N=NC=C1)=O ((5R)-3-(3-Fluoro-4-(6-(5-hydroxymethyl-4,5-dihydroisoxazol-3-yl)pyridin-3-yl)phenyl)-5-(1H-1,2,3-triazol-1-ylmethyl)-1,3-oxazolidin-2-one). The yield is 44.1%. As a reaction SMILES: [F:1][C:2]1[CH:3]=[C:4]([N:9]2[CH2:13][C@H:12]([CH2:14][N:15]3[CH:19]=[CH:18][N:17]=[N:16]3)[O:11][C:10]2=[O:20])[CH:5]=[CH:6][C:7]=1I.C[Sn](C)(C)[C:23]1[CH:24]=[CH:25][C:26]([C:29]2[CH2:33][CH:32]([CH2:34][OH:35])[O:31][N:30]=2)=[N:27][CH:28]=1.O1C=CC=C1P(C1OC=CC=1)C1OC=CC=1>C1C=CC(/C=C/C(/C=C/C2C=CC=CC=2)=O)=CC=1.C1C=CC(/C=C/C(/C=C/C2C=CC=CC=2)=O)=CC=1.C1C=CC(/C=C/C(/C=C/C2C=CC=CC=2)=O)=CC=1.C(Cl)(Cl)Cl.[Pd].[Pd]>[F:1][C:2]1[CH:3]=[C:4]([N:9]2[CH2:13][C@H:12]([CH2:14][N:15]3[CH:19]=[CH:18][N:17]=[N:16]3)[O:11][C:10]2=[O:20])[CH:5]=[CH:6][C:7]=1[C:23]1[CH:28]=[N:27][C:26]([C:29]2[CH2:33][CH:32]([CH2:34][OH:35])[O:31][N:30]=2)=[CH:25][CH:24]=1 |f:3.4.5.6.7.8|. Reported procedure: (5R)-3-(3-Fluoro-4-iodophenyl)-5-(1H-1,2,3-triazol-1-ylmethyl)-1,3-oxazolidin-2-one (342 mg, 0.88 mM), {3-[5-(trimethylstannyl)pyridin-2-yl)-4,5-dihydroisoxazol-5-yl}methanol (300 mg, 0.88 mM), tris(dibenzylideneacetone) dipalladium (0)-chloroform adduct (91 mg, 0.088 mM, 0.1 equiv.) and tri-2-furylphosphine (41 mg, 0.176 mM, 0.2 equiv) were placed in a flask. The contents of the flask were degassed and placed under nitrogen. Anhydrous dioxane (5 ml) was added and the mixture was heated at 90° C... Starting materials: CC1=C(C(=NN1C1=CC(=CC=C1)OC(F)(F)F)C=1C=NC=NC1)C(=O)O (5-methyl-3-pyrimidin-5-yl-1-(3-trifluoromethoxy-phenyl)-1H-pyrazole-4-carboxylic acid), N1(CCCC1)C1CCNCC1 (4-(1-pyrrolidinyl)piperidine). The product is CC1=C(C(=NN1C1=CC(=CC=C1)OC(F)(F)F)C=1C=NC=NC1)C(=O)N1CCC(CC1)N1CCCC1 ([5-Methyl-3-pyrimidin-5-yl-1-(3-trifluoromethoxy-phenyl)-1H-pyrazol-4-yl]-(4-pyrrolidin-1-yl-piperidin-1-yl)-methanone). The yield is 32.0%. As a reaction SMILES: [CH3:1][C:2]1[N:6]([C:7]2[CH:12]=[CH:11][CH:10]=[C:9]([O:13][C:14]([F:17])([F:16])[F:15])[CH:8]=2)[N:5]=[C:4]([C:18]2[CH:19]=[N:20][CH:21]=[N:22][CH:23]=2)[C:3]=1[C:24]([OH:26])=O.[N:27]1([CH:32]2[CH2:37][CH2:36][NH:35][CH2:34][CH2:33]2)[CH2:31][CH2:30][CH2:29][CH2:28]1>>[CH3:1][C:2]1[N:6]([C:7]2[CH:12]=[CH:11][CH:10]=[C:9]([O:13][C:14]([F:17])([F:16])[F:15])[CH:8]=2)[N:5]=[C:4]([C:18]2[CH:19]=[N:20][CH:21]=[N:22][CH:23]=2)[C:3]=1[C:24]([N:35]1[CH2:36][CH2:37][CH:32]([N:27]2[CH2:31][CH2:30][CH2:29][CH2:28]2)[CH2:33][CH2:34]1)=[O:26]. Procedure details: In analogy to the procedure described in Example 160E], 5-methyl-3-pyrimidin-5-yl-1-(3-trifluoromethoxy-phenyl)-1H-pyrazole-4-carboxylic acid and 4-(1-pyrrolidinyl)piperidine gave the title compound as a yellow oil (32%). MS: 501.0 (MH+). Run at time 4 hour. Run in ClC1=C(C=CC=C1)Cl (1,2-dichlorobenzen). Yields the product NC=1N=C(C(=NC1)C=1C=CC(N(C1)C(C)C)=O)C1=CC=C(C=C1)OC (5-[5-amino-3-(4-methoxyphenyl)-2-pyrazinyl]-1-isopropyl-2(1H)-pyridone). Procedure details: A suspention of 3-amino-6-(1-isopropyl-6-oxo-1,6-dihydro-3-pyridyl)-5-(4-methoxyphenyl)-2-pyrazinecarboxylic acid in 1,2-dichlorobenzen (3 ml) was heated at 200° C. and stirred for 4 hours. This reaction mixture was cooled to room temperature. To this solution was added IPE and stirred at room temperature for 1 hour. The precipitate was collected by filtration and washed with IPE. The residual solid was placed on a column of silica-gel and eluted with CHCl3—MeOH (20:1). The eluent was evaporated... Starting materials: NC=1C(=NC(=C(N1)C1=CC=C(C=C1)OC)C1=CN(C(C=C1)=O)C(C)C)C(=O)O (3-amino-6-(1-isopropyl-6-oxo-1,6-dihydro-3-pyridyl)-5-(4-methoxyphenyl)-2-pyrazinecarboxylic acid). RXN SMILES: [NH2:1][C:2]1[C:3](C(O)=O)=[N:4][C:5]([C:16]2[CH:21]=[CH:20][C:19](=[O:22])[N:18]([CH:23]([CH3:25])[CH3:24])[CH:17]=2)=[C:6]([C:8]2[CH:13]=[CH:12][C:11]([O:14][CH3:15])=[CH:10][CH:9]=2)[N:7]=1>ClC1C=CC=CC=1Cl>[NH2:1][C:2]1[N:7]=[C:6]([C:8]2[CH:13]=[CH:12][C:11]([O:14][CH3:15])=[CH:10][CH:9]=2)[C:5]([C:16]2[CH:21]=[CH:20][C:19](=[O:22])[N:18]([CH:23]([CH3:25])[CH3:24])[CH:17]=2)=[N:4][CH:3]=1.